This data is from the Open Reaction Database (ORD), a public repository of structured organic reaction records. The task is: describe an organic reaction: reactants, conditions, products, and yield The reactants are C(C(C)C)C1=CC=C(S1)C(=O)O (5-isobutyl-thiophene-2-carboxylic acid), C(C1=CC=CC=C1)OC1=C(C=C(C(=O)NN)C=C1C)C (4-benzyloxy-3,5-dimethyl-benzoic acid hydrazide), compound. The reagents and catalysts are [Pd] (Pd/C). The solvent is CCO (EtOH), C1CCOC1 (THF). Conditions: time 48 hour. The product is C(C1=CC=CC=C1)OC1=C(C=C(C=C1C)C=1OC(=NN1)C=1SC(=CC1)CC(C)C)C (2-(4-Benzyloxy-3,5-dimethyl-phenyl)-5-(5-isobutyl-thiophen-2-yl)-[1,3,4]oxadiazole), C(C(C)C)C1=CC=C(S1)C1=NN=C(O1)C1=CC(=C(C(=C1)C)O)C (4-[5-(5-isobutyl-thiophen-2-yl)-[1,3,4]oxadiazol-2-yl]-2,6-dimethyl-phenol). As a reaction SMILES: [CH2:1]([C:5]1[S:9][C:8]([C:10]([OH:12])=O)=[CH:7][CH:6]=1)[CH:2]([CH3:4])[CH3:3].[CH2:13]([O:20][C:21]1[C:30]([CH3:31])=[CH:29][C:24]([C:25]([NH:27][NH2:28])=O)=[CH:23][C:22]=1[CH3:32])[C:14]1[CH:19]=[CH:18][CH:17]=[CH:16][CH:15]=1>CCO.C1COCC1.[Pd]>[CH2:13]([O:20][C:21]1[C:22]([CH3:32])=[CH:23][C:24]([C:25]2[O:12][C:10]([C:8]3[S:9][C:5]([CH2:1][CH:2]([CH3:3])[CH3:4])=[CH:6][CH:7]=3)=[N:28][N:27]=2)=[CH:29][C:30]=1[CH3:31])[C:14]1[CH:15]=[CH:16][CH:17]=[CH:18][CH:19]=1.[CH2:1]([C:5]1[S:9][C:8]([C:10]2[O:12][C:25]([C:24]3[CH:29]=[C:30]([CH3:31])[C:21]([OH:20])=[C:22]([CH3:32])[CH:23]=3)=[N:27][N:28]=2)=[CH:7][CH:6]=1)[CH:2]([CH3:3])[CH3:4]. Reported procedure: 2-(4-Benzyloxy-3,5-dimethyl-phenyl)-5-(5-isobutyl-thiophen-2-yl)-[1,3,4]oxadiazole is prepared in analogy to Example 21 step a) and b) by coupling and cyclising 5-isobutyl-thiophene-2-carboxylic acid with 4-benzyloxy-3,5-dimethyl-benzoic acid hydrazide, LC-MS: tR=1.06 min, [M+1]+=437.17. To a solution of this compound (2.83 g, 6.75 mmol) in EtOH (50 mL) and THF (50 mL) is added Pd/C (10% Pd, 400 mg) and the slurry is stirred at rt for 48 h under 5 bar of H2. The mixture is filtered, the filtrate... Starting materials: N (ammonia), C(C(=O)Cl)(=O)Cl (oxalyl chloride), CN(C)C=O (DMF), C(#N)C1=C(C=C(C=C1)N(CC(=O)O)CCF)C(F)(F)F (N-[4-cyano-3-(trifluoromethyl)phenyl]-N-(2-fluoroethyl)glycine). The solvent is C(Cl)Cl (CH2Cl2). Conditions: temperature 50 celsius, time 5 minute. The product is C(#N)C1=C(C=C(C=C1)N(CC(=O)N)CCF)C(F)(F)F (N2-[4-Cyano-3-(trifluoromethyl)phenyl]-N2-(2-fluoroethyl)glycinamide). Isolated yield 303.3%. As a reaction SMILES: [C:1]([C:3]1[CH:8]=[CH:7][C:6]([N:9]([CH2:14][CH2:15][F:16])[CH2:10][C:11](O)=[O:12])=[CH:5][C:4]=1[C:17]([F:20])([F:19])[F:18])#[N:2].C(Cl)(=O)C(Cl)=O.C[N:28](C=O)C.N>C(Cl)Cl>[C:1]([C:3]1[CH:8]=[CH:7][C:6]([N:9]([CH2:14][CH2:15][F:16])[CH2:10][C:11]([NH2:28])=[O:12])=[CH:5][C:4]=1[C:17]([F:20])([F:19])[F:18])#[N:2]. Procedure details: A suspension of N-[4-cyano-3-(trifluoromethyl)phenyl]-N-(2-fluoroethyl)glycine (0.031 g, 0.11 mmol) in anhydrous CH2Cl2 (2 mL), under nitrogen, was cooled in an ice bath and treated with oxalyl chloride (0.017 g, 0.13 mmol) and anhydrous DMF (˜0.001 g). The mixture was heated at 50° C. for 20 min. Upon cooling, the mixture was added into an aqueous solution of ammonia (30%, 10 mL) and stirred heavily for 5 min. The mixture was partitioned between CH2Cl2 (20 mL), water (20 mL) and methanol (5 mL)... Reactants: Cl.C(C)OC1=C(C=C(C=C1)C(F)(F)F)C=1C2=C(N=CN1)C(=C(N2)C)C(=O)NC2CCNCC2 (4-[2-ethoxy-5-(trifluoromethyl)phenyl]-6-methyl-N-(piperidin-4-yl)-5H-pyrrolo[3,2-d]pyrimidine-7-carboxamide hydrochloride), C(C)(=O)O[C@H](C(=O)Cl)C ((2S)-1-chloro-1-oxopropan-2-yl acetate). The product is C(C)OC1=C(C=C(C=C1)C(F)(F)F)C=1C2=C(N=CN1)C(=C(N2)C)C(=O)NC2CCN(CC2)C([C@H](C)O)=O (4-[2-Ethoxy-5-(trifluoromethyl)phenyl]-N-{1-[(2S)-2-hydroxypropanoyl]piperidin-4-yl}-6-methyl-5H-pyrrolo[3,2-d]pyrimidine-7-carboxamide). Reaction SMILES: Cl.[CH2:2]([O:4][C:5]1[CH:10]=[CH:9][C:8]([C:11]([F:14])([F:13])[F:12])=[CH:7][C:6]=1[C:15]1[C:16]2[NH:23][C:22]([CH3:24])=[C:21]([C:25]([NH:27][CH:28]3[CH2:33][CH2:32][NH:31][CH2:30][CH2:29]3)=[O:26])[C:17]=2[N:18]=[CH:19][N:20]=1)[CH3:3].C([O:37][C@@H:38]([CH3:42])[C:39](Cl)=[O:40])(=O)C>>[CH2:2]([O:4][C:5]1[CH:10]=[CH:9][C:8]([C:11]([F:13])([F:12])[F:14])=[CH:7][C:6]=1[C:15]1[C:16]2[NH:23][C:22]([CH3:24])=[C:21]([C:25]([NH:27][CH:28]3[CH2:29][CH2:30][N:31]([C:39](=[O:40])[C@@H:38]([OH:37])[CH3:42])[CH2:32][CH2:33]3)=[O:26])[C:17]=2[N:18]=[CH:19][N:20]=1)[CH3:3] |f:0.1|. Reported procedure: Starting from 4-[2-ethoxy-5-(trifluoromethyl)phenyl]-6-methyl-N-(piperidin-4-yl)-5H-pyrrolo[3,2-d]pyrimidine-7-carboxamide hydrochloride (example D.f34) and commercially available (2S)-1-chloro-1-oxopropan-2-yl acetate the title compound is obtained as colorless solid. The reactants are O.NN (hydrazine monohydrate), ClC=1C=C(C=CC1)NC1=NC=C(C(=N1)C(F)(F)F)CN1C(C2=CC=CC=C2C1=O)=O (2-({2-[(3-chlorophenyl)amino]-4-(trifluoromethyl)pyrimidin-5-yl}methyl)-1H-isoindole-1,3(2H)-dione). Run in CO (methanol). Reaction conditions: temperature 60 celsius, time 4.5 hour. Yields the product NCC=1C(=NC(=NC1)NC1=CC(=CC=C1)Cl)C(F)(F)F (5-(aminomethyl)-N-(3-chlorophenyl)-4-(trifluoromethyl)pyrimidin-2-amine). RXN SMILES: [Cl:1][C:2]1[CH:3]=[C:4]([NH:8][C:9]2[N:14]=[C:13]([C:15]([F:18])([F:17])[F:16])[C:12]([CH2:19][N:20]3C(=O)C4C(=CC=CC=4)C3=O)=[CH:11][N:10]=2)[CH:5]=[CH:6][CH:7]=1.O.NN>CO>[NH2:20][CH2:19][C:12]1[C:13]([C:15]([F:18])([F:17])[F:16])=[N:14][C:9]([NH:8][C:4]2[CH:5]=[CH:6][CH:7]=[C:2]([Cl:1])[CH:3]=2)=[N:10][CH:11]=1 |f:1.2|. Procedure: To the crude 2-({2-[(3-chlorophenyl)amino]-4-(trifluoromethyl)pyrimidin-5-yl}methyl)-1H-isoindole-1,3(2H)-dione obtained in Preparative Example 13 were added methanol (15 mL) and hydrazine monohydrate (0.125 mL) at room temperature, followed by stirring at 60° C. for 4.5 hours. The resulting precipitate was removed by filtration and the filtrate was concentrated, and then, the obtained residue was purified by silica gel column chromatography (eluent: chloroform-methanol) to obtain 5-(aminomethyl... The reactants are COC(=O)c1ccccc1CBr, CCOCC, CC#N, c1ccc(P(c2ccccc2)c2ccccc2)cc1. Product: [Br-], COC(=O)c1ccccc1C[P+](c1ccccc1)(c1ccccc1)c1ccccc1. Reaction SMILES: [Br:20][CH2:21][c:22]1[c:23]([C:24](=[O:25])[O:26][CH3:27])[cH:28][cH:29][cH:30][cH:31]1.[CH3:32][CH2:33][O:34][CH2:35][CH3:36].[CH3:37][C:38]#[N:39].[c:1]1([P:7]([c:8]2[cH:9][cH:10][cH:11][cH:12][cH:13]2)[c:14]2[cH:15][cH:16][cH:17][cH:18][cH:19]2)[cH:2][cH:3][cH:4][cH:5][cH:6]1>>[Br-:20].[c:1]1([P+:7]([c:8]2[cH:9][cH:10][cH:11][cH:12][cH:13]2)([c:14]2[cH:15][cH:16][cH:17][cH:18][cH:19]2)[CH2:21][c:22]2[c:23]([C:24](=[O:25])[O:26][CH3:27])[cH:28][cH:29][cH:30][cH:31]2)[cH:2][cH:3][cH:4][cH:5][cH:6]1. The reactants are COc1ccc(Br)c(O)c1, O=C([O-])[O-], CC(C)O, [K+], [K+], c1ncc2c(n1)CCCC21CO1. Product: COc1ccc(Br)c(OCC2(O)CCCc3ncncc32)c1. Reaction SMILES: [Br:13][c:14]1[c:15]([OH:22])[cH:16][c:17]([O:20][CH3:21])[cH:18][cH:19]1.[C:23](=[O:24])([O-:25])[O-:26].[CH3:29][CH:30]([OH:31])[CH3:32].[K+:27].[K+:28].[n:1]1[cH:2][n:3][cH:4][c:5]2[c:6]1[CH2:7][CH2:8][CH2:9][C:10]21[O:11][CH2:12]1>>[n:1]1[cH:2][n:3][cH:4][c:5]2[c:6]1[CH2:7][CH2:8][CH2:9][C:10]2([OH:11])[CH2:12][O:22][c:15]1[c:14]([Br:13])[cH:19][cH:18][c:17]([O:20][CH3:21])[cH:16]1.